This data is from the Open Reaction Database (ORD), a public repository of structured organic reaction records. The task is: describe an organic reaction: reactants, conditions, products, and yield Reactants: [BH4-], CCN1c2ncc(C=O)cc2C(=O)N(C)c2ccc(Cl)nc21, [Na+], C1CCOC1, O. Reaction SMILES: [BH4-:24].[Cl:1][c:2]1[cH:3][cH:4][c:5]2[c:11]([n:12]1)[N:10]([CH2:13][CH3:14])[c:9]1[c:8]([cH:18][c:17]([CH:19]=[O:20])[cH:16][n:15]1)[C:7](=[O:21])[N:6]2[CH3:22].[Na+:25].[O:26]1[CH2:27][CH2:28][CH2:29][CH2:30]1.[OH2:23]>>[Cl:1][c:2]1[cH:3][cH:4][c:5]2[c:11]([n:12]1)[N:10]([CH2:13][CH3:14])[c:9]1[c:8]([cH:18][c:17]([CH2:19][OH:20])[cH:16][n:15]1)[C:7](=[O:21])[N:6]2[CH3:22]. The product is CCN1c2ncc(CO)cc2C(=O)N(C)c2ccc(Cl)nc21. Starting materials: COC(=O)C=1N=CNC1 (1H-imidazole-4-carboxylic acid methyl ester), cuprous oxide, IC1=CC=CC=C1 (iodobenzene), N1=CC=CC2=CC=C3C=CC=NC3=C12 (1,10-phenanthroline), C([O-])([O-])=O.[Cs+].[Cs+] (cesium carbonate). The solvent is CS(=O)C (DMSO). The product is COC(=O)C=1N=CN(C1)C1=CC=CC=C1 (1-phenyl-1H-imidazole-4-carboxylic acid methyl ester). The yield is 54.9%. RXN SMILES: [CH3:1][O:2][C:3]([C:5]1[N:6]=[CH:7][NH:8][CH:9]=1)=[O:4].I[C:11]1[CH:16]=[CH:15][CH:14]=[CH:13][CH:12]=1.N1C2C(=CC=C3C=2N=CC=C3)C=CC=1.C(=O)([O-])[O-].[Cs+].[Cs+]>CS(C)=O>[CH3:1][O:2][C:3]([C:5]1[N:6]=[CH:7][N:8]([C:11]2[CH:16]=[CH:15][CH:14]=[CH:13][CH:12]=2)[CH:9]=1)=[O:4] |f:3.4.5|. Reported procedure: A stirred solution of 1H-imidazole-4-carboxylic acid (0.5 g, 0.00446 mmol), concentrated sulfuric acid (0.5 mL) and MeOH (20 mL) was heated to reflux overnight. The reaction mixture was concentrated under reduced pressure. The residue was diluted with cold water, extracted with ethyl acetate and washed the organic layer with sodium bicarbonate. The organic layer was dried over sodium sulfate and concentrated under reduced pressure to afford 325 mg (58% Yield) of 1H-imidazole-4-carboxylic acid me...